Dataset: the Open Reaction Database (ORD), a public repository of structured organic reaction records. Task: describe an organic reaction: reactants, conditions, products, and yield Starting materials: Cc1c(Br)cc(C#N)c(=O)n1-c1ccc(F)cc1, C[Sn](C)(C)C, CCOC(C)=O, CN(C)C=O, O. Yields the product Cc1cc(C#N)c(=O)n(-c2ccc(F)cc2)c1C. As a reaction SMILES: [Br:1][c:2]1[cH:3][c:4]([C:17]#[N:18])[c:5](=[O:16])[n:6](-[c:9]2[cH:10][cH:11][c:12]([F:15])[cH:13][cH:14]2)[c:7]1[CH3:8].[CH3:19][Sn:20]([CH3:21])([CH3:22])[CH3:23].[CH3:25][CH2:26][O:27][C:28](=[O:29])[CH3:30].[CH3:31][N:32]([CH3:33])[CH:34]=[O:35].[OH2:24]>>[c:2]1([CH3:19])[cH:3][c:4]([C:17]#[N:18])[c:5](=[O:16])[n:6](-[c:9]2[cH:10][cH:11][c:12]([F:15])[cH:13][cH:14]2)[c:7]1[CH3:8].